This data is from the Open Reaction Database (ORD), a public repository of structured organic reaction records. The task is: describe an organic reaction: reactants, conditions, products, and yield Product: BrCc1cccc2c(-c3ccc(Br)cc3)nccc12. RXN SMILES: [Br:19][N:20]1[C:21](=[O:22])[CH2:23][CH2:24][C:25]1=[O:26].[Br:1][c:2]1[cH:3][cH:4][c:5](-[c:8]2[n:9][cH:10][cH:11][c:12]3[c:13]([CH3:18])[cH:14][cH:15][cH:16][c:17]23)[cH:6][cH:7]1.[C:27]([Cl:28])([Cl:29])([Cl:30])[Cl:31]>>[Br:1][c:2]1[cH:3][cH:4][c:5](-[c:8]2[n:9][cH:10][cH:11][c:12]3[c:13]([CH2:18][Br:19])[cH:14][cH:15][cH:16][c:17]23)[cH:6][cH:7]1. Reactants: O=C1CCC(=O)N1Br, Cc1cccc2c(-c3ccc(Br)cc3)nccc12, ClC(Cl)(Cl)Cl. Starting materials: [N+](=O)([O-])C1=C(C=CC=C1)C1=CCCCCC1 (1-(2-nitrophenyl)cycloheptene). Reagents/catalysts: [Pd] (palladium on carbon). Solvent: CO (methanol). Reaction conditions: time 21 hour. Product: C1(CCCCCC1)C1=C(C=CC=C1)N (2-Cycloheptylphenylamine). Isolated yield 61.8%. RXN SMILES: [N+:1]([C:4]1[CH:9]=[CH:8][CH:7]=[CH:6][C:5]=1[C:10]1[CH2:16][CH2:15][CH2:14][CH2:13][CH2:12][CH:11]=1)([O-])=O>[Pd].CO>[CH:10]1([C:5]2[CH:6]=[CH:7][CH:8]=[CH:9][C:4]=2[NH2:1])[CH2:11][CH2:12][CH2:13][CH2:14][CH2:15][CH2:16]1. Procedure details: A mixture of the 1-(2-nitrophenyl)cycloheptene (1.00 g, 4.61 mmol) produced in Example (44a), 10% palladium on carbon (300 mg, wet) and methanol (130 mL) was stirred for 21 hours at atmospheric pressure and room temperature under a hydrogen atmosphere. The reaction mixture was filtered and the filtrate was concentrated under reduced pressure. The obtained residue was purified by silica gel column chromatography (ethyl acetate/heptane) to give 539 mg of the title compound as a light orange oil. The reactants are Cl.C(C1=CC=NC=C1)(=N)N (isonicotinamidine hydrochloride), C(C)O (ethanol), C[O-].[Na+] (sodium methoxide), C1(=CC=CC=C1)N=NC(C#N)C#N (α-(phenylazo)malononitrile). Solvent: O (water). Conditions: time 30 minute. Yields the product C1(=CC=CC=C1)N=NC=1C(=NC(=NC1N)C1=CC=NC=C1)N (5-(phenylazo)-2-(4-pyridinyl)-4,6-pyrimidinediamine). The yield is 61.2%. Reaction SMILES: Cl.[C:2]([NH2:10])(=[NH:9])[C:3]1[CH:8]=[CH:7][N:6]=[CH:5][CH:4]=1.C(O)C.C[O-].[Na+].[C:17]1([N:23]=[N:24][CH:25]([C:28]#[N:29])[C:26]#[N:27])[CH:22]=[CH:21][CH:20]=[CH:19][CH:18]=1>O>[C:17]1([N:23]=[N:24][C:25]2[C:26]([NH2:27])=[N:9][C:2]([C:3]3[CH:8]=[CH:7][N:6]=[CH:5][CH:4]=3)=[N:10][C:28]=2[NH2:29])[CH:18]=[CH:19][CH:20]=[CH:21][CH:22]=1 |f:0.1,3.4|. Procedure: The intermediate 5-(phenylazo)-2-(4-pyridinyl)-4,6-pyrimidinediamine was prepared as follows: a mixture containing 477 g of isonicotinamidine hydrochloride, 3 liters of ethanol and 170 g of sodium methoxide was stirred for 30 minutes and to the mixture was added 340 g of α-(phenylazo)malononitrile and the reaction mixture was stirred under reflux for 5 hours and then poured into 3 liters of water. The solid that separated was collected, washed with water and dried in a vacuum oven at 90°-95° C. ... Reactants: resultant mixture, BrC1=CC=C(C=O)C=C1 (4-bromobenzaldehyde), FC(C1=CC=C(C=C1)B(O)O)(F)F (4-trifluoromethylphenyl boronic acid), C([O-])([O-])=O.[Na+].[Na+] (sodium carbonate), O (water). The reagents and catalysts are [Pd] (Palladium on carbon), [Pd] (Pd). The solvent is C(C)(C)O (Isopropanol). Reaction conditions: temperature 81.5 celsius, time 17.5 hour. The product is FC(C1=CC=C(C=C1)C1=CC=C(C=O)C=C1)(F)F (4-(4-Trifluoromethylphenyl)benzaldehyde). The yield is 85.4%. Reaction SMILES: Br[C:2]1[CH:9]=[CH:8][C:5]([CH:6]=[O:7])=[CH:4][CH:3]=1.[F:10][C:11]([F:22])([F:21])[C:12]1[CH:17]=[CH:16][C:15](B(O)O)=[CH:14][CH:13]=1.C(=O)([O-])[O-].[Na+].[Na+].O>[Pd].C(O)(C)C>[F:10][C:11]([F:22])([F:21])[C:12]1[CH:17]=[CH:16][C:15]([C:2]2[CH:9]=[CH:8][C:5]([CH:6]=[O:7])=[CH:4][CH:3]=2)=[CH:14][CH:13]=1 |f:2.3.4|. Procedure: 5% Palladium on carbon, type 58, 50% paste (0.94 kg, 0.22 moles Pd) was added to a mixture of 4-bromobenzaldehyde (3.34 kg, 17.69 moles), 4-trifluoromethylphenyl boronic acid (3.50 kg, 18.06 moles) and sodium carbonate (3.75 kg, 35.38 moles) in process water (36 L). Isopropanol (36 L) was added and the resultant mixture heated to reflux (80-83° C.) for ca. 2.5 hours. The catalyst was removed from the hot suspension by filtration through celite (1.5 kg). The celite bed was washed with a hot (ca. ... Reactants: CC(C)(C)OC(=O)NC(CCn1cc(Br)cn1)Cc1ccc(Cl)cc1, CC1(C)OB(c2ccc3[nH]c(=O)oc3c2)OC1(C)C, COCCOC, CCO, Cc1ccccc1-c1ccccc1P(C1CCCCC1)C1CCCCC1, [Na+], [Na+], [Na+], O=C([O-])[O-], O=C([O-])O, O. Yields the product CC(C)(C)OC(=O)NC(CCn1cc(-c2ccc3[nH]c(=O)oc3c2)cn1)Cc1ccc(Cl)cc1. As a reaction SMILES: [Br:1][c:2]1[cH:3][n:4][n:5]([CH2:7][CH2:8][CH:9]([CH2:10][c:11]2[cH:12][cH:13][c:14]([Cl:17])[cH:15][cH:16]2)[NH:18][C:19]([O:20][C:21]([CH3:22])([CH3:23])[CH3:24])=[O:25])[cH:6]1.[CH3:26][C:27]1([CH3:28])[C:29]([CH3:30])([CH3:31])[O:32][B:33]([c:34]2[cH:35][c:36]3[c:37]([nH:38][c:39](=[O:41])[o:40]3)[cH:42][cH:43]2)[O:44]1.[CH3:77][O:78][CH2:79][CH2:80][O:81][CH3:82].[CH3:83][CH2:84][OH:85].[CH:51]1([P:52]([CH:53]2[CH2:54][CH2:55][CH2:56][CH2:57][CH2:58]2)[c:59]2[cH:60][cH:61][cH:62][cH:63][c:64]2-[c:65]2[cH:66][cH:67][cH:68][cH:69][c:70]2[CH3:71])[CH2:72][CH2:73][CH2:74][CH2:75][CH2:76]1.[Na+:45].[Na+:46].[Na+:91].[O-:47][C:48](=[O:49])[O-:50].[O-:87][C:88]([OH:89])=[O:90].[OH2:86]>>[c:2]1(-[c:34]2[cH:35][c:36]3[c:37]([nH:38][c:39](=[O:41])[o:40]3)[cH:42][cH:43]2)[cH:3][n:4][n:5]([CH2:7][CH2:8][CH:9]([CH2:10][c:11]2[cH:12][cH:13][c:14]([Cl:17])[cH:15][cH:16]2)[NH:18][C:19]([O:20][C:21]([CH3:22])([CH3:23])[CH3:24])=[O:25])[cH:6]1. The reactants are [BH4-], COC(=O)C1CN(C(=O)OC(C)(C)C)CCN1C(=O)OCc1ccccc1, C1CCOC1, CCO, [Cl-], [Li+], [Na+]. The product is CC(C)(C)OC(=O)N1CCN(C(=O)OCc2ccccc2)C(CO)C1. As a reaction SMILES: [BH4-:30].[CH2:1]([c:2]1[cH:3][cH:4][cH:5][cH:6][cH:7]1)[O:8][C:9](=[O:10])[N:11]1[CH:12]([C:24](=[O:25])[O:26][CH3:27])[CH2:13][N:14]([C:17](=[O:18])[O:19][C:20]([CH3:21])([CH3:22])[CH3:23])[CH2:15][CH2:16]1.[CH2:35]1[O:36][CH2:37][CH2:38][CH2:39]1.[CH3:32][CH2:33][OH:34].[Cl-:29].[Li+:28].[Na+:31]>>[CH2:1]([c:2]1[cH:3][cH:4][cH:5][cH:6][cH:7]1)[O:8][C:9](=[O:10])[N:11]1[CH:12]([CH2:24][OH:25])[CH2:13][N:14]([C:17](=[O:18])[O:19][C:20]([CH3:21])([CH3:22])[CH3:23])[CH2:15][CH2:16]1. Reactants: C(C)(=O)N1CC(C2=C(C=C(C=C12)C)C)CCC(=O)O (1-Acetyl-3-(2-carboxyethyl)-4,6-dimethylindoline), Cl.CCO (HCl EtOH). The solvent is CCO (EtOH). Product: C(C)(=O)N1CC(C2=C(C=C(C=C12)C)C)CCC(=O)OCC (1-acetyl-3-(2-ethoxycarbonylethyl)-4,6-dimethylindoline). Reaction SMILES: [C:1]([N:4]1[C:12]2[C:7](=[C:8]([CH3:14])[CH:9]=[C:10]([CH3:13])[CH:11]=2)[CH:6]([CH2:15][CH2:16][C:17]([OH:19])=[O:18])[CH2:5]1)(=[O:3])[CH3:2].Cl.[CH3:21][CH2:22]O>CCO>[C:1]([N:4]1[C:12]2[C:7](=[C:8]([CH3:14])[CH:9]=[C:10]([CH3:13])[CH:11]=2)[CH:6]([CH2:15][CH2:16][C:17]([O:19][CH2:21][CH3:22])=[O:18])[CH2:5]1)(=[O:3])[CH3:2] |f:1.2|. Procedure details: 1-Acetyl-3-(2-carboxyethyl)-4,6-dimethylindoline (3.4 g) was dissolved in EtOH (50 ml) and 10N HCl-EtOH (3.9 ml) was added, which was followed by refluxing for 30 min. EtOH was evaporated under reduced pressure and AcOEt (100 ml) was added. After washing with water, the mixture was dried over anhydrous sodium sulfate. AcOEt was evaporated under reduced pressure. The residue was purified by silica gel column chromatography (eluent: CHCl3 /MeOH=50/1-10/1) to give 3.3 g of 1-acetyl-3-(2-ethoxycarbo... Reactants: CCO, CC(c1ccccc1)N1CCOC(c2ccc(C(=O)N3CCOCC3)cc2)C1, [OH-], [OH-], [Pd+2]. Yields the product O=C(c1ccc(C2CNCCO2)cc1)N1CCOCC1. RXN SMILES: [CH3:29][CH2:30][OH:31].[O:1]1[CH2:2][CH2:3][N:4]([C:7](=[O:8])[c:9]2[cH:10][cH:11][c:12]([CH:15]3[O:16][CH2:17][CH2:18][N:19]([CH:21]([c:22]4[cH:23][cH:24][cH:25][cH:26][cH:27]4)[CH3:28])[CH2:20]3)[cH:13][cH:14]2)[CH2:5][CH2:6]1.[OH-:32].[OH-:34].[Pd+2:33]>>[O:1]1[CH2:2][CH2:3][N:4]([C:7](=[O:8])[c:9]2[cH:10][cH:11][c:12]([CH:15]3[O:16][CH2:17][CH2:18][NH:19][CH2:20]3)[cH:13][cH:14]2)[CH2:5][CH2:6]1.